Dataset: the Open Reaction Database (ORD), a public repository of structured organic reaction records. Task: describe an organic reaction: reactants, conditions, products, and yield RXN SMILES: [C:33](=[O:34])([O-:35])[O-:36].[Cl:1][c:2]1[cH:3][c:4]([F:22])[c:5]([NH:6][c:7]2[n:8][cH:9][n:10][c:11]3[cH:12][c:13]([OH:19])[c:14]([O:17][CH3:18])[cH:15][c:16]23)[cH:20][cH:21]1.[Cl:23][CH2:24][CH2:25][n:26]1[c:27](=[O:32])[cH:28][cH:29][cH:30][cH:31]1.[K+:37].[K+:38].[O:39]=[CH:40][N:41]([CH3:42])[CH3:43].[OH2:44]>>[Cl:1][c:2]1[cH:3][c:4]([F:22])[c:5]([NH:6][c:7]2[n:8][cH:9][n:10][c:11]3[cH:12][c:13]([O:19][CH2:24][CH2:25][n:26]4[c:27](=[O:32])[cH:28][cH:29][cH:30][cH:31]4)[c:14]([O:17][CH3:18])[cH:15][c:16]23)[cH:20][cH:21]1. The reactants are O=C([O-])[O-], COc1cc2c(Nc3ccc(Cl)cc3F)ncnc2cc1O, O=c1ccccn1CCCl, [K+], [K+], CN(C)C=O, O. Product: COc1cc2c(Nc3ccc(Cl)cc3F)ncnc2cc1OCCn1ccccc1=O. The reactants are O (water), C1=CC=C2C(=C1)C(=O)NC(=O)N2 (benzoylene urea), ClCCCSC1=CC=NC=C1 (4-(3-chloropropylthio)pyridine), C1CCC2=NCCCN2CC1 (1,8-diazabicyclo[5.4.0]-7-undecene). Run in CN(C=O)C (dimethylformamide). Conditions: temperature 80 celsius, time 16 hour. Product: N1=CC=C(C=C1)SCCCN1C(NC2=CC=CC=C2C1=O)=O (3-[3-(4-pyridylthio)propyl]quinazoline-2,4-(1H,3H)-dione). Yield: 31.0%. RXN SMILES: [CH:1]1[CH:6]=[C:5]2[C:7]([NH:9][C:10]([NH:12][C:4]2=[CH:3][CH:2]=1)=[O:11])=[O:8].Cl[CH2:14][CH2:15][CH2:16][S:17][C:18]1[CH:23]=[CH:22][N:21]=[CH:20][CH:19]=1.C1CCN2C(=NCCC2)CC1.O>CN(C)C=O>[N:21]1[CH:22]=[CH:23][C:18]([S:17][CH2:16][CH2:15][CH2:14][N:9]2[C:7](=[O:8])[C:5]3[C:4](=[CH:3][CH:2]=[CH:1][CH:6]=3)[NH:12][C:10]2=[O:11])=[CH:19][CH:20]=1. Procedure: To a solution of 1.62 g (10 mmol) of benzoylene urea and 1.88 g (10 mmol) of 4-(3-chloropropylthio)pyridine in 50 ml of dimethylformamide, 1.65 ml (11 mmol) of 1,8-diazabicyclo[5.4.0]-7-undecene was added, and the mixture was stirred at 80° C. for 16 hours. After cooling, water was added to the reaction mixture, and the mixture was extracted with ethyl acetate. The extract was dried and the solvent was distilled off. The residue was purified by column chromatography (eluent: ethyl acetate/ethano... Reactants: CCOC(=O)C(C(=O)OCC)c1cc(-c2nnc(CCC(Cc3ccc(C(F)(F)F)nc3)NC(=O)OC(C)(C)C)s2)ccc1[N+](=O)[O-], CS(C)=O, [Cl-], [Li+], O. Yields the product CCOC(=O)Cc1cc(-c2nnc(CCC(Cc3ccc(C(F)(F)F)nc3)NC(=O)OC(C)(C)C)s2)ccc1[N+](=O)[O-]. RXN SMILES: [C:1]([CH3:2])([CH3:3])([CH3:4])[O:5][C:6](=[O:7])[NH:8][CH:9]([CH2:10][CH2:11][c:12]1[n:13][n:14][c:15](-[c:17]2[cH:18][cH:19][c:20]([N+:34](=[O:35])[O-:36])[c:21]([CH:23]([C:24](=[O:25])[O:26][CH2:27][CH3:28])[C:29]([O:30][CH2:31][CH3:32])=[O:33])[cH:22]2)[s:16]1)[CH2:37][c:38]1[cH:39][n:40][c:41]([C:44]([F:45])([F:46])[F:47])[cH:42][cH:43]1.[CH3:51][S:52]([CH3:53])=[O:54].[Cl-:50].[Li+:49].[OH2:48]>>[C:1]([CH3:2])([CH3:3])([CH3:4])[O:5][C:6](=[O:7])[NH:8][CH:9]([CH2:10][CH2:11][c:12]1[n:13][n:14][c:15](-[c:17]2[cH:18][cH:19][c:20]([N+:34](=[O:35])[O-:36])[c:21]([CH2:23][C:24](=[O:25])[O:26][CH2:27][CH3:28])[cH:22]2)[s:16]1)[CH2:37][c:38]1[cH:39][n:40][c:41]([C:44]([F:45])([F:46])[F:47])[cH:42][cH:43]1. Reactants: [N+](=O)([O-])C1NC=CN1C1=CC=NC=C1 (2-nitro-3-(4-pyridinyl)-1H-imidazole). The solvent is CO.N (methanol NH3), CO (methanol). The product is NC1NC=CN1C1=CC=NC=C1 (2-amino-3-(4-pyridinyl)-1H-imidazole). Yield: 83.7%. As a reaction SMILES: [N+:1]([CH:4]1[N:8]([C:9]2[CH:14]=[CH:13][N:12]=[CH:11][CH:10]=2)[CH:7]=[CH:6][NH:5]1)([O-])=O>CO.N.CO>[NH2:1][CH:4]1[N:8]([C:9]2[CH:14]=[CH:13][N:12]=[CH:11][CH:10]=2)[CH:7]=[CH:6][NH:5]1 |f:1.2|. Reported procedure: A stirred solution of 2-nitro-3-(4-pyridinyl)-1H-imidazole (1.19 g, 6.26 mmol) in 7N methanol/NH3 (25 ml) and methanol (25 ml) was hydrogenated at room temperature on Raney Nickel (1 g) for 4 h. The catalyst was removed by filtration and the solution evaporated. The crude product was purified by column chromatography on silica gel (dichloromethane/methanol/NH4OH 40:10:1) to yield 2-amino-3-(4-pyridinyl)-1H-imidazole (0.85 g, 85%) as a green solid. MS (ISP) 161.2 [(M+H)+]; mp 190° C.